From a dataset of the Open Reaction Database (ORD), a public repository of structured organic reaction records. describe an organic reaction: reactants, conditions, products, and yield Reactants: FC(F)(F)c1ccc(-c2cc(C(F)(F)F)nc(-c3cccc(Br)c3)n2)cc1, CC1(C)OB(c2ccc(N)nc2)OC1(C)C. Product: Nc1ccc(-c2cccc(-c3nc(-c4ccc(C(F)(F)F)cc4)cc(C(F)(F)F)n3)c2)cn1. As a reaction SMILES: [Br:1][c:2]1[cH:3][c:4](-[c:8]2[n:9][c:10](-[c:18]3[cH:19][cH:20][c:21]([C:24]([F:25])([F:26])[F:27])[cH:22][cH:23]3)[cH:11][c:12]([C:14]([F:15])([F:16])[F:17])[n:13]2)[cH:5][cH:6][cH:7]1.[NH2:28][c:29]1[n:30][cH:31][c:32]([B:35]2[O:36][C:37]([CH3:38])([CH3:39])[C:40]([CH3:41])([CH3:42])[O:43]2)[cH:33][cH:34]1>>[c:2]1(-[c:32]2[cH:31][n:30][c:29]([NH2:28])[cH:34][cH:33]2)[cH:3][c:4](-[c:8]2[n:9][c:10](-[c:18]3[cH:19][cH:20][c:21]([C:24]([F:25])([F:26])[F:27])[cH:22][cH:23]3)[cH:11][c:12]([C:14]([F:15])([F:16])[F:17])[n:13]2)[cH:5][cH:6][cH:7]1.